This data is from the Open Reaction Database (ORD), a public repository of structured organic reaction records. The task is: describe an organic reaction: reactants, conditions, products, and yield The reactants are [Cl-].COC[N+]1(CCCC1)C (N-methoxymethyl-N-methylpyrrolidinium chloride), F (hydrofluoric acid). Conditions: temperature 60 celsius. The product is F (hydrofluoric acid), [F-].COC[N+]1(CCCC1)C (N-methoxymethyl-N-methylpyrrolidinium fluoride). As a reaction SMILES: [Cl-].[CH3:2][O:3][CH2:4][N+:5]1([CH3:10])[CH2:9][CH2:8][CH2:7][CH2:6]1.[FH:11]>>[FH:11].[F-:11].[CH3:2][O:3][CH2:4][N+:5]1([CH3:10])[CH2:9][CH2:8][CH2:7][CH2:6]1 |f:0.1,4.5|. Procedure details: N-methoxymethyl-N-methylpyrrolidinium chloride (50.0 g) was mixed with a solution of hydrofluoric acid. N2 was bubbled through the mixture with heating at 60° C. to remove hydrogen chloride and an excess of hydrofluoric acid and obtain 59.52 g of N-methoxymethyl-N-methylpyrrolidinium fluoride. In 1000 g of 50% aqueous solution of hydrofluoric acid was dissolved 156 g of aluminum hydroxide at room temperature and the mixture was filtered. The filtrate was cooled to obtain 442.76 g of aluminum flu... Starting materials: C(C)(C)(C)OC(NC(CC1=CNC2=C(C=CC=C12)CS(=O)(=O)C(F)(F)F)(C)C)=O ([1,1-dimethyl-2-(7-trifluoromethanesulfonylmethyl-1H-indol-3-yl)-ethyl]-carbamic acid tert-butyl ester), C(#N)C1=CC=C(C=C)C=C1 (4-cyanostyrene), Amine. The product is C(C)(C)(C)OC(NC(CC1=CNC2=C(C=CC=C12)C=CC1=CC=C(C=C1)C#N)(C)C)=O ((2-{7-[2-(4-Cyano-phenyl)-vinyl]-1H-indol-3-yl}-1,1-dimethyl-ethyl)-carbamic acid tert-butyl ester). RXN SMILES: [C:1]([O:5][C:6](=[O:29])[NH:7][C:8]([CH3:28])([CH3:27])[CH2:9][C:10]1[C:18]2[C:13](=[C:14]([CH2:19]S(C(F)(F)F)(=O)=O)[CH:15]=[CH:16][CH:17]=2)[NH:12][CH:11]=1)([CH3:4])([CH3:3])[CH3:2].[C:30]([C:32]1[CH:39]=[CH:38][C:35]([CH:36]=C)=[CH:34][CH:33]=1)#[N:31]>>[C:1]([O:5][C:6](=[O:29])[NH:7][C:8]([CH3:28])([CH3:27])[CH2:9][C:10]1[C:18]2[C:13](=[C:14]([CH:19]=[CH:36][C:35]3[CH:38]=[CH:39][C:32]([C:30]#[N:31])=[CH:33][CH:34]=3)[CH:15]=[CH:16][CH:17]=2)[NH:12][CH:11]=1)([CH3:4])([CH3:3])[CH3:2]. Reported procedure: (2-{7-[2-(4-Cyano-phenyl)-vinyl]-1H-indol-3-yl}-1,1-dimethyl-ethyl)-carbamic acid tert-butyl ester is prepared from [1,1-dimethyl-2-(7-trifluoromethanesulfonylmethyl-1H-indol-3-yl)-ethyl]-carbamic acid tert-butyl ester and 4-cyanostyrene as described for the preparation of Amine 23 (93%). FDMS m/e=315.2 (M++1).